From a dataset of the Open Reaction Database (ORD), a public repository of structured organic reaction records. describe an organic reaction: reactants, conditions, products, and yield Starting materials: COC(Cl)Cl, Cc1cc2ccccc2s1, Cl[Sn](Cl)(Cl)Cl, ClCCl, Cl, O. Product: Cc1sc2ccccc2c1C=O. Reaction SMILES: [CH3:16][O:17][CH:18]([Cl:19])[Cl:20].[CH3:6][c:7]1[cH:8][c:9]2[c:10]([s:11]1)[cH:12][cH:13][cH:14][cH:15]2.[Cl:1][Sn:2]([Cl:3])([Cl:4])[Cl:5].[Cl:22][CH2:23][Cl:24].[ClH:21].[OH2:25]>>[CH3:6][c:7]1[c:8]([CH:16]=[O:17])[c:9]2[c:10]([s:11]1)[cH:12][cH:13][cH:14][cH:15]2. Reactants: COc1ccc(Br)cc1C, Clc1cc(Br)ccc1OCc1ccccc1, C1CCC(CCCN2CCNCC2)CC1. The product is Clc1cc(N2CCN(CCCC3CCCCC3)CC2)ccc1OCc1ccccc1. Reaction SMILES: [Br:1][c:2]1[cH:3][cH:4][c:5]([O:6][CH3:7])[c:8]([CH3:9])[cH:10]1.[CH2:11]([c:12]1[cH:13][cH:14][cH:15][cH:16][cH:17]1)[O:18][c:19]1[c:20]([Cl:26])[cH:21][c:22]([Br:25])[cH:23][cH:24]1.[CH:27]1([CH2:33][CH2:34][CH2:35][N:36]2[CH2:37][CH2:38][NH:39][CH2:40][CH2:41]2)[CH2:28][CH2:29][CH2:30][CH2:31][CH2:32]1>>[CH2:11]([c:12]1[cH:13][cH:14][cH:15][cH:16][cH:17]1)[O:18][c:19]1[c:20]([Cl:26])[cH:21][c:22]([N:39]2[CH2:38][CH2:37][N:36]([CH2:35][CH2:34][CH2:33][CH:27]3[CH2:28][CH2:29][CH2:30][CH2:31][CH2:32]3)[CH2:41][CH2:40]2)[cH:23][cH:24]1.